From a dataset of the Open Reaction Database (ORD), a public repository of structured organic reaction records. describe an organic reaction: reactants, conditions, products, and yield The reactants are BrC1=C(C=C(C=C1C)C(C)(C)C)C (2-bromo-5-tert-butyl-1,3-dimethylbenzene), NiCl2.6H2O, Cl (HCl). Solvent: CN(C=O)C (N,N-dimethylformamide), CN(C=O)C (N,N-dimethylformamide). Reaction conditions: time 0.5 hour. The product is ClC1=C(C=C(C=C1C)C(C)(C)C)C (2-chloro-5-tert-butyl-1,3-dimethylbenzene). RXN SMILES: Br[C:2]1[C:7]([CH3:8])=[CH:6][C:5]([C:9]([CH3:12])([CH3:11])[CH3:10])=[CH:4][C:3]=1[CH3:13].[ClH:14]>CN(C)C=O>[Cl:14][C:2]1[C:7]([CH3:8])=[CH:6][C:5]([C:9]([CH3:12])([CH3:11])[CH3:10])=[CH:4][C:3]=1[CH3:13]. Reported procedure: In a 500 mL round bottom flask 4.50 g of 2-bromo-5-tert-butyl-1,3-dimethylbenzene (18.6 mmol) and 9.50 g of NiCl2.6H2O (40.0 mmol) were added. Then 30 mL of N,N-dimethylformamide was added to the flask, giving a blue-green solution. The flask was fitted with a condenser and was left to reflux with stirring. After 0.5 hours the solution was dark blue. After refluxing for 5 days the mixture was cooled to rt and then diluted with 25 mL of 2 M HCl. The aqueous phase was extracted with 40 mL of ethyl...